Dataset: the Open Reaction Database (ORD), a public repository of structured organic reaction records. Task: describe an organic reaction: reactants, conditions, products, and yield Starting materials: CC1(C)C(=O)N(Br)C(=O)N1Br, C1CCOC1, Cc1ccc(C(=O)O)cn1. The product is O=C(O)c1ccc(CBr)nc1. Reaction SMILES: [Br:11][N:12]1[C:13]([CH3:14])([CH3:15])[C:16](=[O:17])[N:18]([Br:19])[C:20]1=[O:21].[CH2:22]1[O:23][CH2:24][CH2:25][CH2:26]1.[CH3:1][c:2]1[n:3][cH:4][c:5]([C:6](=[O:7])[OH:8])[cH:9][cH:10]1>>[CH2:1]([c:2]1[n:3][cH:4][c:5]([C:6](=[O:7])[OH:8])[cH:9][cH:10]1)[Br:11]. The reactants are COC1=C(C=C2CCC(C2=C1)=O)N1CCOCC1 (6-methoxy-5-morpholino-2,3-dihydro-1H-inden-1-one), FC(SC1=CC=C(C=O)C=C1)(F)F (4-((trifluoromethyl)thio)benzaldehyde), CC=1C=CC(=CC1)S(=O)(=O)O (PTSA). The solvent is C(C)(=O)OCC (ethyl acetate), C1(=CC=CC=C1)C (toluene). Run at temperature 120 celsius, time 6 hour. Yields the product COC1=C(C=C2C\C(\C(C2=C1)=O)=C/C1=CC=C(C=C1)SC(F)(F)F)N1CCOCC1 ((E)-6-methoxy-5-morpholino-2-(4-((trifluoromethyl)thio)benzylidene)-2,3-dihydro-1H-inden-1-one). RXN SMILES: [CH3:1][O:2][C:3]1[CH:11]=[C:10]2[C:6]([CH2:7][CH2:8][C:9]2=[O:12])=[CH:5][C:4]=1[N:13]1[CH2:18][CH2:17][O:16][CH2:15][CH2:14]1.[F:19][C:20]([F:31])([F:30])[S:21][C:22]1[CH:29]=[CH:28][C:25]([CH:26]=O)=[CH:24][CH:23]=1.CC1C=CC(S(O)(=O)=O)=CC=1>C1(C)C=CC=CC=1.C(OCC)(=O)C>[CH3:1][O:2][C:3]1[CH:11]=[C:10]2[C:6]([CH2:7]/[C:8](=[CH:26]\[C:25]3[CH:28]=[CH:29][C:22]([S:21][C:20]([F:31])([F:19])[F:30])=[CH:23][CH:24]=3)/[C:9]2=[O:12])=[CH:5][C:4]=1[N:13]1[CH2:14][CH2:15][O:16][CH2:17][CH2:18]1. Reported procedure: To a solution of 13 (1.2 g, 4.858 mmol) in toluene 40 mL was added 4-((trifluoromethyl)thio)benzaldehyde 72 (1 g, 4.858 mmol). PTSA (1.84 g, 9.716 mmol) was added and the reaction mixture was stirred at 120° C. for 6 h. The reaction mass was diluted with ethyl acetate and washed with water (3×25 mL). The organic layer was dried over sodium sulphate and concentrated to get the crude compound 73, which was purified through flash chromatography by using 100-200 mesh silica gel. The compound (E)-6-m... Starting materials: C(C)(C)(C)C1CCC(CC1)=O (4-t-butylcyclohexanone), solution, [OH-].[K+] (KOH), C(C)(C)(C)C1CCC(CC1)O (4-t-butylcyclohexanol), RuCl2 (PPh3)3, solution, NCCCN (trimethylenediamine). The solvent is C(C)(C)O (isopropanol), C(C)(C)O (isopropanol), C(C)(C)O (isopropanol). Run at time 16 hour. Product: C(C)(C)(C)[C@H]1CC[C@H](CC1)O (cis-4-t-butylcyclohexanol). Isolated yield 85.0%. As a reaction SMILES: [C:1]([CH:5]1[CH2:10][CH2:9][C:8](=[O:11])[CH2:7][CH2:6]1)([CH3:4])([CH3:3])[CH3:2].[OH-].[K+].NCCCN.C(C1CCC(O)CC1)(C)(C)C>C(O)(C)C>[C:1]([C@@H:5]1[CH2:6][CH2:7][C@H:8]([OH:11])[CH2:9][CH2:10]1)([CH3:4])([CH3:2])[CH3:3] |f:1.2|. Reported procedure: Into a stainless autoclave (100 ml) were fed, under a nitrogen atmosphere, 4.0 g (0.026 mol) of 4-t-butylcyclohexanone, 12.5 mg (0.013 mmol) of RuCl2 (PPh3)3, 1.04 ml (0.104 mmol) of a 0.1M solution of KOH in isopropanol, 2.89 ml (0.052 mmol) of a 0.018M solution of trimethylenediamine in isopropanol and 10 ml of isopropanol. The mixture was stirred under a hydrogen gas pressure of 50 atm at room temperature for 16 hours. When the reaction mixture was analyzed by gas chromatography, it was found... Reactants: CN, CO, COc1cncc(OCCCCl)c1. The product is CNCCCOc1cncc(OC)c1. Reaction SMILES: [CH3:14][NH2:15].[CH3:16][OH:17].[Cl:1][CH2:2][CH2:3][CH2:4][O:5][c:6]1[cH:7][c:8]([O:12][CH3:13])[cH:9][n:10][cH:11]1>>[CH2:2]([CH2:3][CH2:4][O:5][c:6]1[cH:7][c:8]([O:12][CH3:13])[cH:9][n:10][cH:11]1)[NH:15][CH3:14]. Reactants: O=S(Cl)Cl (SOCl2), ClC=1C=C(C=CC1C)C[C@H](C(=O)O)O ((R)-3-(3-chloro-4-methyl-phenyl)-2-hydroxy-propionic acid), CO (MeOH). Run at temperature 0 celsius, time 1 hour. Yields the product ClC=1C=C(C=CC1C)C[C@H](C(=O)OC)O (methyl(R)-3-(3-chloro-4-methyl-phenyl)-2-hydroxy-propionate). Reaction SMILES: O=S(Cl)Cl.[Cl:5][C:6]1[CH:7]=[C:8]([CH2:13][C@@H:14]([OH:18])[C:15]([OH:17])=[O:16])[CH:9]=[CH:10][C:11]=1[CH3:12].[CH3:19]O>>[Cl:5][C:6]1[CH:7]=[C:8]([CH2:13][C@@H:14]([OH:18])[C:15]([O:17][CH3:19])=[O:16])[CH:9]=[CH:10][C:11]=1[CH3:12]. Reported procedure: 2.0 mL (27.4 mmol) SOCl2 were slowly added dropwise to a solution of 2.8 g (10.4 mmol) of (R)-3-(3-chloro-4-methyl-phenyl)-2-hydroxy-propionic acid in 100 mL MeOH while cooling with ice and the reaction solution was stirred for 1 h at 0° C. and for 1 h at RT. The reaction mixture was evaporated down i.vac., the residue was taken up in EtOAc, the organic phase was washed with saturated NaHCO3 solution and dried over Na2SO4. After the desiccant and solvent had been eliminated the residue was purif... Reactants: C(C1=CC=CC=C1)OC[C@H]1[C@@H](N(C(O1)=O)C1=CC=C(C=C1)Cl)C1=CC(=CC=C1)C(F)(F)F ((4S,5R)-5-((benzyloxy)methyl)-3-(4-chlorophenyl)-4-(3-(trifluoromethyl)phenyl)oxazolidin-2-one), [N-]=[N+]=[N-] (azide), N(=[N+]=[N-])C[C@H]1[C@@H](N(C(O1)=O)C1=CC=C(C=C1)Cl)C1=CC(=CC=C1)C(F)(F)F ((4S,5S)-5-(azidomethyl)-3-(4-chlorophenyl)-4-(3-(trifluoromethyl)phenyl)oxazolidin-2-one), O=C1C(O)=C([O-])[C@H](O1)[C@@H](O)CO.[Na+] (sodium ascorbate), FC=1C=C(C=CC1)C#C (3-fluorophenylacetylene). The reagents and catalysts are O.O.O.O.O.S(=O)(=O)([O-])[O-].[Cu+2] (copper (II) sulfate pentahydrate). The solvent is C(C)(C)(C)O.O (t-butanol water). Run at time 2 hour. Yields the product ClC1=CC=C(C=C1)N1C(O[C@H]([C@@H]1C1=CC(=CC=C1)C(F)(F)F)CN1N=NC(=C1)C1=CC(=CC=C1)F)=O ((4S,5S)-3-(4-chlorophenyl)-4-(3-(trifluoromethyl)phenyl)-5-((4-(3-fluorophenyl)-1H-1,2,3-triazol-1-yl)methyl)oxazolidin-2-one). As a reaction SMILES: C(OC[C@@H]1OC(=O)N(C2C=CC(Cl)=CC=2)[C@H]1C1C=CC=C(C(F)(F)F)C=1)C1C=CC=CC=1.[N:33]([CH2:36][C@@H:37]1[O:41][C:40](=[O:42])[N:39]([C:43]2[CH:48]=[CH:47][C:46]([Cl:49])=[CH:45][CH:44]=2)[C@H:38]1[C:50]1[CH:55]=[CH:54][CH:53]=[C:52]([C:56]([F:59])([F:58])[F:57])[CH:51]=1)=[N+:34]=[N-:35].[N-]=[N+]=[N-].[F:63][C:64]1[CH:65]=[C:66]([C:70]#[CH:71])[CH:67]=[CH:68][CH:69]=1.O=C1O[C@H]([C@H](CO)O)C([O-])=C1O.[Na+]>C(O)(C)(C)C.O.O.O.O.O.O.S([O-])([O-])(=O)=O.[Cu+2]>[Cl:49][C:46]1[CH:45]=[CH:44][C:43]([N:39]2[C@@H:38]([C:50]3[CH:55]=[CH:54][CH:53]=[C:52]([C:56]([F:59])([F:58])[F:57])[CH:51]=3)[C@H:37]([CH2:36][N:33]3[CH:71]=[C:70]([C:66]4[CH:67]=[CH:68][CH:69]=[C:64]([F:63])[CH:65]=4)[N:35]=[N:34]3)[O:41][C:40]2=[O:42])=[CH:48][CH:47]=1 |f:4.5,6.7,8.9.10.11.12.13.14|. Procedure details: (4S,5R)-3-(4-chlorophenyl)-4-(3-(trifluoromethyl)phenyl)-5-(hydroxymethyl)oxazolidin-2-one (from Example 72) was converted into (4S,5S)-5-(azidomethyl)-3-(4-chlorophenyl)-4-(3-(trifluoromethyl)phenyl)oxazolidin-2-one as described in Example 34. The azide (0.076 mmol) was then dissolved in t-butanol:water (2:1, 0.5 mL) and treated with 3-fluorophenylacetylene (0.076 mmol), followed by copper (II) sulfate pentahydrate (0.4 mg) and sodium ascorbate (0.75 mg). After stirring for 2 h, the reaction mi... Reactants: C(C)OC(CSC1=CN=C(S1)N(C(=O)N(C1=C(C=CC(=C1)F)F)C1CCCC1)C)=O ({2-[3-cyclopentyl methyl-3-(2,5-difluoro-phenyl)-ureido]-thiazol-5-ylsulfanyl}-acetic acid ethyl ester), [OH-].[Na+] (NaOH), C1CCOC1.CO (THF MeOH). Conditions: time 1 hour. Yields the product C1(CCCC1)CN(C(NC=1SC(=CN1)SCC(=O)O)=O)C1=C(C=CC(=C1)F)F ({2-[3-Cyclopentylmethyl-3-(2,5-difluoro-phenyl)-ureido]-thiazol-5-ylsulfanyl}-acetic acid). Reaction SMILES: C(OC(=O)[CH2:5][S:6][C:7]1[S:11][C:10]([N:12](C)[C:13]([N:15]([CH:24]2[CH2:28][CH2:27][CH2:26][CH2:25]2)[C:16]2[CH:21]=[C:20]([F:22])[CH:19]=[CH:18][C:17]=2[F:23])=[O:14])=[N:9][CH:8]=1)C.[OH-:31].[Na+].[CH2:33]1COCC1.[CH3:38][OH:39]>>[CH:25]1([CH2:24][N:15]([C:16]2[CH:21]=[C:20]([F:22])[CH:19]=[CH:18][C:17]=2[F:23])[C:13](=[O:14])[NH:12][C:10]2[S:11][C:7]([S:6][CH2:5][C:38]([OH:39])=[O:31])=[CH:8][N:9]=2)[CH2:26][CH2:27][CH2:28][CH2:33]1 |f:1.2,3.4|. Procedure: To {2-[3-cyclopentyl methyl-3-(2,5-difluoro-phenyl)-ureido]-thiazol-5-ylsulfanyl}-acetic acid ethyl ester (250 mg) in 3 ml THF/MeOH 1:1 was added 3 ml of 1 N NaOH and the reaction stirred 1 h at room temperature then evaporated to dryness in vacuo. Addition of 1 N HCl to pH 1 afforded a precipitate, which was filtered, washed with water and dried to give the title compound (188 mg) as a white solid.